This data is from the Open Reaction Database (ORD), a public repository of structured organic reaction records. The task is: describe an organic reaction: reactants, conditions, products, and yield The reactants are OC1=C(C(=O)O)C(=CC=C1)O (2,6-dihydroxybenzoic acid). Reagents/catalysts: OS(=O)(=O)O (H2SO4). The solvent is CC(=O)OC(=O)C (Ac2O). Reaction conditions: time 2 hour. Yields the product C(C)(=O)OC1=C(C(=O)O)C(=CC=C1)OC(C)=O (2,6-diacetoxybenzoic acid). Isolated yield 162.3%. As a reaction SMILES: [OH:1][C:2]1[CH:10]=[CH:9][CH:8]=[C:7]([OH:11])[C:3]=1[C:4]([OH:6])=[O:5]>CC(OC(C)=O)=O.OS(O)(=O)=O>[C:2]([O:1][C:2]1[CH:10]=[CH:9][CH:8]=[C:7]([O:11][C:7](=[O:11])[CH3:8])[C:3]=1[C:4]([OH:6])=[O:5])(=[O:1])[CH3:3]. Procedure details: A solution of 2,6-dihydroxybenzoic acid (4.72 g, 30 mmol) in Ac2O (16 g, 14.2 mL) containing 5 drops of conc. H2SO4 was heated with stirring at 80° for 2 hr until tlc analysis indicated the reaction was complete. The solution was poured onto ice/H2O and extracted 3× with EtOAc. The combined organic phases were washed 4× with H2O and once with brine prior to drying over Na2SO4. After removal of the volatiles using a rotary evaporator, 5.8 g of 2,6-diacetoxybenzoic acid was obtained as a white sol... Starting materials: C(C)(C)C=1C=C(SC1C(C)C)C(=O)O (4,5-diisopropylthiophene-2-carboxylic acid), COC1=C(C(=O)OC)C=CC(=C1)N (methyl 2-methoxy-4-aminobenzoate). Product: COC1=C(C(=O)OC)C=CC(=C1)NC(=O)C=1SC(=C(C1)C(C)C)C(C)C (methyl 2-methoxy-4-[(4,5-diisopropylthiophene-2-carbonyl)amino]benzoate). Isolated yield 32.5%. As a reaction SMILES: [CH:1]([C:4]1[CH:5]=[C:6]([C:12]([OH:14])=O)[S:7][C:8]=1[CH:9]([CH3:11])[CH3:10])([CH3:3])[CH3:2].[CH3:15][O:16][C:17]1[CH:26]=[C:25]([NH2:27])[CH:24]=[CH:23][C:18]=1[C:19]([O:21][CH3:22])=[O:20]>>[CH3:15][O:16][C:17]1[CH:26]=[C:25]([NH:27][C:12]([C:6]2[S:7][C:8]([CH:9]([CH3:10])[CH3:11])=[C:4]([CH:1]([CH3:2])[CH3:3])[CH:5]=2)=[O:14])[CH:24]=[CH:23][C:18]=1[C:19]([O:21][CH3:22])=[O:20]. Procedure: In the same manner as that of Example 24, 4,5-diisopropylthiophene-2-carboxylic acid (80 mg, 0.377 mmol) and methyl 2-methoxy-4-aminobenzoate (123 mg, 0.679 mmol) were condensed, the reaction mixture was treated in a conventional manner, and then the residue was purified by silica gel chromatography [n-hexane-ethyl acetate (40:1)] and recrystallized to obtain methyl 2-methoxy-4-[(4,5-diisopropylthiophene-2-carbonyl)amino]benzoate (46 mg, 32%) as colorless prisms. The reactants are FC1=C(C=CC(=C1)C=1C=2C3=C(C(NC2C(=CC1OC)C)=O)SC=C3)C(CNC(OC(C)(C)C)=O)C (tert-butyl 2-(2-fluoro-4-(8-methoxy-6-methyl-4-oxo-4,5-dihydrothieno[2,3-c]quinolin-9-yl)phenyl)propylcarbamate), Cl (HCl). Solvent: CCOCC (ether). The product is Cl.NCC(C)C1=C(C=C(C=C1)C=1C=2C3=C(C(NC2C(=CC1OC)C)=O)SC=C3)F (9-(4-(1-Aminopropan-2-yl)-3-fluorophenyl)-8-methoxy-6-methylthieno[2,3-c]quinolin-4(5H)-one Hydrochloride). Isolated yield 91.0%. Reaction SMILES: [F:1][C:2]1[CH:7]=[C:6]([C:8]2[C:9]3[C:10]4[CH:24]=[CH:23][S:22][C:11]=4[C:12](=[O:21])[NH:13][C:14]=3[C:15]([CH3:20])=[CH:16][C:17]=2[O:18][CH3:19])[CH:5]=[CH:4][C:3]=1[CH:25]([CH3:35])[CH2:26][NH:27]C(=O)OC(C)(C)C.[ClH:36]>CCOCC>[ClH:36].[NH2:27][CH2:26][CH:25]([C:3]1[CH:4]=[CH:5][C:6]([C:8]2[C:9]3[C:10]4[CH:24]=[CH:23][S:22][C:11]=4[C:12](=[O:21])[NH:13][C:14]=3[C:15]([CH3:20])=[CH:16][C:17]=2[O:18][CH3:19])=[CH:7][C:2]=1[F:1])[CH3:35] |f:3.4|. Procedure: Following General Procedure D1, tert-butyl 2-(2-fluoro-4-(8-methoxy-6-methyl-4-oxo-4,5-dihydrothieno[2,3-c]quinolin-9-yl)phenyl)propylcarbamate (200 mg, 0.40 mmol) was reacted with HCl in ether (20 mL) to afford the desired product (145 mg, 91%) as an off-white solid: 1H NMR (500 MHz, DMSO-d6) δ 10.80 (s, 1H), 8.06 (s, 3H), 7.74 (dd, J=14.6, 5.4 Hz, 1H), 7.52 (t, J=7.9 Hz, 1H), 7.30 (s, 1H), 7.16-7.02 (m, 2H), 5.87 (dd, J=43.2, 5.4 Hz, 1H), 3.70 (s, 3H), 3.51-3.40 (m, 1H), 3.26-3.07 (m, 2H), 2.5... Reactants: C(C1=CC=CC=C1)OC=1C=C(OC(CCC(=O)OCC)C2=CC=CC=C2)C=CC1 (ethyl (RS)-4-(3-benzyloxy-phenoxy)-4-phenylbutanoate), [OH-].[K+] (potassium hydroxide). Solvent: CO (methanol). The product is C(C1=CC=CC=C1)OC=1C=C(OC(CCC(=O)O)C2=CC=CC=C2)C=CC1 ((RS)-4-(3-benzyloxyphenoxy)-4-phenylbutanoic acid). Yield: 59.3%. As a reaction SMILES: [CH2:1]([O:8][C:9]1[CH:10]=[C:11]([CH:27]=[CH:28][CH:29]=1)[O:12][CH:13]([C:21]1[CH:26]=[CH:25][CH:24]=[CH:23][CH:22]=1)[CH2:14][CH2:15][C:16]([O:18]CC)=[O:17])[C:2]1[CH:7]=[CH:6][CH:5]=[CH:4][CH:3]=1.[OH-].[K+]>CO>[CH2:1]([O:8][C:9]1[CH:10]=[C:11]([CH:27]=[CH:28][CH:29]=1)[O:12][CH:13]([C:21]1[CH:22]=[CH:23][CH:24]=[CH:25][CH:26]=1)[CH2:14][CH2:15][C:16]([OH:18])=[O:17])[C:2]1[CH:3]=[CH:4][CH:5]=[CH:6][CH:7]=1 |f:1.2|. Procedure details: A mixture of ethyl (RS)-4-(3-benzyloxy-phenoxy)-4-phenylbutanoate (1 g), aqueous potassium hydroxide solution (5 mL;10% w/v) and methanol (50 mL) is stirred at reflux for 30 minutes. The reaction mixture is then evaporated to dryness and the residue is partitioned between ethyl acetate (100 mL) and dilute hydrochloric acid (50 mL; 1 N). The organic layer is washed with water, dried over magnesium sulphate, filtered and concentrated under reduced pressure to give a brown oil, which slowly crystal...